Dataset: the Open Reaction Database (ORD), a public repository of structured organic reaction records. Task: describe an organic reaction: reactants, conditions, products, and yield Starting materials: ClCCl, O=[Cr](=O)([O-])Cl, c1cc[nH+]cc1, OCc1ccc(-c2cnco2)cc1. The product is O=Cc1ccc(-c2cnco2)cc1. RXN SMILES: [Cl:25][CH2:26][Cl:27].[O:1]=[Cr:2]([Cl:3])([O-:4])=[O:5].[nH+:6]1[cH:7][cH:8][cH:9][cH:10][cH:11]1.[o:12]1[cH:13][n:14][cH:15][c:16]1-[c:17]1[cH:18][cH:19][c:20]([CH2:23][OH:24])[cH:21][cH:22]1>>[o:12]1[cH:13][n:14][cH:15][c:16]1-[c:17]1[cH:18][cH:19][c:20]([CH:23]=[O:24])[cH:21][cH:22]1. Starting materials: BrC=1C=C(C=C(C1)Br)C(C)=O (1-(3,5-dibromo-phenyl)-ethanone), B1(N2CCC[C@H]2C(O1)(C3=CC=CC=C3)C4=CC=CC=C4)C ((S)-(−)-2-methyl-CBS-oxazaborolidine). RXN SMILES: [Br:1][C:2]1[CH:3]=[C:4]([C:9](=[O:11])[CH3:10])[CH:5]=[C:6]([Br:8])[CH:7]=1.B1(C)OC(C2C=CC=CC=2)(C2C=CC=CC=2)[C@H]2N1CCC2>>[Br:1][C:2]1[CH:3]=[C:4]([C@H:9]([OH:11])[CH3:10])[CH:5]=[C:6]([Br:8])[CH:7]=1. The product is BrC=1C=C(C=C(C1)Br)[C@@H](C)O ((R)-1-(3,5-dibromo-phenyl)-ethanol). Procedure details: 1-(3,5-dibromo-phenyl)-ethanone and (S)-(−)-2-methyl-CBS-oxazaborolidine were reacted as described in Example 35, Step 1 to provide (R)-1-(3,5-dibromo-phenyl)-ethanol.